Dataset: the Open Reaction Database (ORD), a public repository of structured organic reaction records. Task: describe an organic reaction: reactants, conditions, products, and yield Starting materials: O (water), OC=1C=2N(C=CC1)C(=C(N2)C)CC#C (8-hydroxy-2-methyl-3-(2-propynyl)imidazo[ 1,2-a]pyridine), [K] (potassium), COC(=O)NC1=C(CCl)C(=CC=C1)C (2-methoxycarbonylamino-6-methylbenzylchloride). Run in CN(C=O)C (N,N-dimethylformamide). Conditions: time 20 minute. Yields the product COC(=O)NC1=C(COC=2C=3N(C=CC2)C(=C(N3)C)CC#C)C(=CC=C1)C (8-(2-methoxycarbonylamino-6-methylbenzyloxy)-2-methyl-3-(2-propynyl)imidazo[1,2-a]pyridine). Yield: 6.6%. Reaction SMILES: [OH:1][C:2]1[C:3]2[N:4]([C:8]([CH2:12][C:13]#[CH:14])=[C:9]([CH3:11])[N:10]=2)[CH:5]=[CH:6][CH:7]=1.[K].[CH3:16][O:17][C:18]([NH:20][C:21]1[CH:28]=[CH:27][CH:26]=[C:25]([CH3:29])[C:22]=1[CH2:23]Cl)=[O:19].O>CN(C)C=O>[CH3:16][O:17][C:18]([NH:20][C:21]1[CH:28]=[CH:27][CH:26]=[C:25]([CH3:29])[C:22]=1[CH2:23][O:1][C:2]1[C:3]2[N:4]([C:8]([CH2:12][C:13]#[CH:14])=[C:9]([CH3:11])[N:10]=2)[CH:5]=[CH:6][CH:7]=1)=[O:19] |^1:14|. Reported procedure: A mixture of 8-hydroxy-2-methyl-3-(2-propynyl)imidazo[ 1,2-a]pyridine (0.372 g) and potassium carbona (0.276 g) in N,N-dimethylformamide (7.4 ml) was stirred at room temperature for 20 minutes under a nitrogen atmosphere and then 2-methoxycarbonylamino-6-methylbenzylchloride (0.427 g) was added. After being stirred for 2 hours. The mixture was poured into water and the resulting precipitates were collected by filtration. The crude product was purified by column chromatography on silica gel (10 g... The reactants are O=C1CCN(CC1)C(=O)OCC1=CC=CC=C1 (benzyl 4-oxo-1-piperidine carboxylate), FC1=CC=C(CN)C=C1 (4-fluorobenzylamine), C(#N)[BH3-].[Na+] (sodium cyanoborohydride). The solvent is CO (methanol), CO (methanol), C(C)(=O)O (acetic acid). Conditions: time 20 hour. The product is C(C1=CC=CC=C1)OC(=O)N1CCC(CC1)NCC1=CC=C(C=C1)F (4-(4-Fluorobenzylamino)-piperidine-1-carboxylic acid benzyl ester). The yield is 60.0%. As a reaction SMILES: [F:1][C:2]1[CH:9]=[CH:8][C:5]([CH2:6][NH2:7])=[CH:4][CH:3]=1.O=[C:11]1[CH2:16][CH2:15][N:14]([C:17]([O:19][CH2:20][C:21]2[CH:26]=[CH:25][CH:24]=[CH:23][CH:22]=2)=[O:18])[CH2:13][CH2:12]1.C([BH3-])#N.[Na+]>CO.C(O)(=O)C>[CH2:20]([O:19][C:17]([N:14]1[CH2:15][CH2:16][CH:11]([NH:7][CH2:6][C:5]2[CH:8]=[CH:9][C:2]([F:1])=[CH:3][CH:4]=2)[CH2:12][CH2:13]1)=[O:18])[C:21]1[CH:22]=[CH:23][CH:24]=[CH:25][CH:26]=1 |f:2.3|. Reported procedure: A solution of 4-fluorobenzylamine (5.48 g, 43.8 mmol) in a mixture of methanol and acetic acid (5:1, 60 mL) was added dropwise to a solution of benzyl 4-oxo-1-piperidine carboxylate (10.2 g, 43.8 mmol) in methanol (150 mL) at rt. To this mixture sodium cyanoborohydride (5.50 g, 87.5 mmol) was slowly added. After 20 hours stirring at rt the reaction mixture was neutralized and the solvent was removed by evaporation under reduced pressure. The residue was partitioned between dichloromethane and wa... The reactants are COS(=O)(=O)OC, Cc1ccc(S(=O)(=O)Nc2ccc(Cl)cc2Cl)cc1, [H-], [Na+], CN(C)C=O, O. Yields the product Cc1ccc(S(=O)(=O)N(C)c2ccc(Cl)cc2Cl)cc1. RXN SMILES: [CH3:22][O:23][S:24]([O:25][CH3:26])(=[O:27])=[O:28].[Cl:3][c:4]1[c:5]([NH:6][S:7](=[O:8])(=[O:9])[c:10]2[cH:11][cH:12][c:13]([CH3:16])[cH:14][cH:15]2)[cH:17][cH:18][c:19]([Cl:21])[cH:20]1.[H-:1].[Na+:2].[O:30]=[CH:31][N:32]([CH3:33])[CH3:34].[OH2:29]>>[Cl:3][c:4]1[c:5]([N:6]([S:7](=[O:8])(=[O:9])[c:10]2[cH:11][cH:12][c:13]([CH3:16])[cH:14][cH:15]2)[CH3:22])[cH:17][cH:18][c:19]([Cl:21])[cH:20]1. The reagents and catalysts are O.S(=O)(=O)([O-])[O-].[Mn+2] (manganese sulfate monohydrate), S(=O)(=O)([O-])[O-].[Mn+2] (manganese sulfate). Starting materials: [OH-].[Na+] (NaOH), COC1=CC=C(C(C(=O)O)=C1)O (5-methoxysalicylic acid), CO (methanol), [Na] (sodium). Procedure details: To a first solution of 1.19 grams (0.03 mole) of NaOH in 50 milliliters of water were added 5 grams (0.03 mole) of 5-methoxysalicylic acid. The resulting mixture was heated to about 85° C. to help dissolve the acid. A second solution was prepared by dissolving 2.51 grams (0.015 moles) of manganese sulfate monohydrate in 25 milliliters of warm tap water. The manganese sulfate solution was added dropwise (fast drip) with stirring to the heated first solution containing the sodium salt of the acid.... Product: COOC=1C(C(=O)O)=CC=CC1 (Methoxysalicylic Acid). Run in O (water), O (water). Conditions: temperature 85 celsius. Reaction SMILES: [OH-:1].[Na+].CO[C:5]1[CH:13]=[C:9]([C:10]([OH:12])=[O:11])[C:8]([OH:14])=[CH:7][CH:6]=1.[Na].[CH3:16]O>O.O.S([O-])([O-])(=O)=O.[Mn+2].S([O-])([O-])(=O)=O.[Mn+2]>[CH3:16][O:1][O:14][C:8]1[C:9](=[CH:13][CH:5]=[CH:6][CH:7]=1)[C:10]([OH:12])=[O:11] |f:0.1,6.7.8,9.10,^1:14|. Starting materials: C1CCOC1, CC1(C)CC=C(c2cccs2)c2cc(C(=O)Oc3ccc(C(=O)OCC[Si](C)(C)C)cc3)ccc21, CCCC[N+](CCCC)(CCCC)CCCC, CCOC(C)=O, [F-]. Yields the product CC1(C)CC=C(c2cccs2)c2cc(C(=O)Oc3ccc(C(=O)O)cc3)ccc21. Reaction SMILES: [CH2:54]1[O:55][CH2:56][CH2:57][CH2:58]1.[CH3:1][C:2]1([CH3:35])[c:3]2[cH:4][cH:5][c:6]([C:17](=[O:18])[O:19][c:20]3[cH:21][cH:22][c:23]([C:24](=[O:25])[O:26][CH2:27][CH2:28][Si:29]([CH3:30])([CH3:31])[CH3:32])[cH:33][cH:34]3)[cH:7][c:8]2[C:9]([c:12]2[s:13][cH:14][cH:15][cH:16]2)=[CH:10][CH2:11]1.[CH3:37][CH2:38][CH2:39][CH2:40][N+:41]([CH2:42][CH2:43][CH2:44][CH3:45])([CH2:46][CH2:47][CH2:48][CH3:49])[CH2:50][CH2:51][CH2:52][CH3:53].[CH3:59][CH2:60][O:61][C:62]([CH3:63])=[O:64].[F-:36]>>[CH3:1][C:2]1([CH3:35])[c:3]2[cH:4][cH:5][c:6]([C:17](=[O:18])[O:19][c:20]3[cH:21][cH:22][c:23]([C:24](=[O:25])[OH:26])[cH:33][cH:34]3)[cH:7][c:8]2[C:9]([c:12]2[s:13][cH:14][cH:15][cH:16]2)=[CH:10][CH2:11]1. RXN SMILES: [Br:1][C:2]1[S:3][CH:4]=[CH:5][C:6]=1[Cl:7].[C:8](Cl)(=[O:10])[CH3:9].[Cl-].[Cl-].[Cl-].[Al+3]>ClCCl>[Br:1][C:2]1[S:3][C:4]([C:8](=[O:10])[CH3:9])=[CH:5][C:6]=1[Cl:7] |f:2.3.4.5|. Run at time 8 hour. Reported procedure: 2-Bromo-3-chlorothiophene (10.7 g, 51.5 mmol) was dissolved in dichloromethane (73.5 ml). The flask was equipped with a desiccant filled drying tube and the solution was chilled in an ice bath. Acetyl chloride (6.06 g, 77 mmol) was added followed by addition of aluminum trichloride (8.24 g, 61.8 mmol) over about 2 minutes (reaction bubbled vigorously as aluminum trichloride was added). The reaction mixture was stirred overnight, allowing to warm to room temperature, and then added cautiously and... The product is BrC1=C(C=C(S1)C(C)=O)Cl (1-(5-bromo-4-chlorothiophen-2-yl)ethanone). The reactants are C(C)(=O)Cl (Acetyl chloride), BrC=1SC=CC1Cl (2-Bromo-3-chlorothiophene), [Cl-].[Cl-].[Cl-].[Al+3] (aluminum trichloride). The solvent is ClCCl (dichloromethane).